From a dataset of the Open Reaction Database (ORD), a public repository of structured organic reaction records. describe an organic reaction: reactants, conditions, products, and yield Starting materials: [H-].[Al+3].[Li+].[H-].[H-].[H-] (lithium aluminum hydride), C(C)OC(C(C(=O)OCC)(CCCCCC)CCCCCC)=O (2,2-Dihexylmalonic Acid Diethyl Ester). The solvent is C1CCOC1 (THF), C1CCOC1 (THF). Product: C(CCCCC)C(CO)(CO)CCCCCC (2,2-Dihexyl Propane-1,3-diol). RXN SMILES: [H-].[Al+3].[Li+].[H-].[H-].[H-].C([O:9][C:10](=O)[C:11]([CH2:23][CH2:24][CH2:25][CH2:26][CH2:27][CH3:28])([CH2:17][CH2:18][CH2:19][CH2:20][CH2:21][CH3:22])[C:12](OCC)=[O:13])C>C1COCC1>[CH2:23]([C:11]([CH2:17][CH2:18][CH2:19][CH2:20][CH2:21][CH3:22])([CH2:10][OH:9])[CH2:12][OH:13])[CH2:24][CH2:25][CH2:26][CH2:27][CH3:28] |f:0.1.2.3.4.5|. Procedure: A suspension of lithium aluminum hydride (LAH) (2 g, 52.6 mmol) in dry THF (20 mL) was stirred at room temperature, and a THF solution of substituted malonic acid diethyl ester (26.3 mmol, (5)) was added dropwise. The reaction was allowed to reflux for 3 h and was quenched by the addition of cold water. The compound was extracted in ethyl acetate. The organic layer was washed with water, dried over Na2SO4, and evaporated to produce the product (6) as either a sticky liquid or a low-melting solid... The reactants are CCCCCC, Clc1ccc(CNC2CCCC2)cc1, O=C=Nc1ccccc1. Product: O=C(Nc1ccccc1)N(Cc1ccc(Cl)cc1)C1CCCC1. As a reaction SMILES: [CH3:24][CH2:25][CH2:26][CH2:27][CH2:28][CH3:29].[Cl:10][c:11]1[cH:12][cH:13][c:14]([CH2:15][NH:16][CH:17]2[CH2:18][CH2:19][CH2:20][CH2:21]2)[cH:22][cH:23]1.[c:1]1([N:7]=[C:8]=[O:9])[cH:2][cH:3][cH:4][cH:5][cH:6]1>>[c:1]1([NH:7][C:8](=[O:9])[N:16]([CH2:15][c:14]2[cH:13][cH:12][c:11]([Cl:10])[cH:23][cH:22]2)[CH:17]2[CH2:18][CH2:19][CH2:20][CH2:21]2)[cH:2][cH:3][cH:4][cH:5][cH:6]1. Starting materials: [Al+3], C1CCOC1, CON(C)C(=O)C1(NC(=O)OC(C)(C)C)CCCC1, CCOCC, [H-], [H-], [H-], [H-], [K+], [Li+], O, O=S(=O)([O-])O. Product: CC(C)(C)OC(=O)NC1(C=O)CCCC1. Reaction SMILES: [Al+3:21].[CH2:32]1[O:33][CH2:34][CH2:35][CH2:36]1.[CH3:1][O:2][N:3]([C:4](=[O:5])[C:6]1([NH:11][C:12]([O:13][C:14]([CH3:15])([CH3:16])[CH3:17])=[O:18])[CH2:7][CH2:8][CH2:9][CH2:10]1)[CH3:19].[CH3:38][CH2:39][O:40][CH2:41][CH3:42].[H-:20].[H-:23].[H-:24].[H-:25].[K+:31].[Li+:22].[OH2:37].[S:26](=[O:27])(=[O:28])([OH:29])[O-:30]>>[CH:4](=[O:5])[C:6]1([NH:11][C:12]([O:13][C:14]([CH3:15])([CH3:16])[CH3:17])=[O:18])[CH2:7][CH2:8][CH2:9][CH2:10]1. The reactants are C1CCNCC1, ClCCl, CC1(c2ccccc2)c2ccccc2CCN1C(=O)CCl, O. The product is CC1(c2ccccc2)c2ccccc2CCN1C(=O)CN1CCCCC1, Cl. Reaction SMILES: [CH2:22]1[CH2:23][CH2:24][NH:25][CH2:26][CH2:27]1.[CH2:29]([Cl:30])[Cl:31].[CH3:1][C:2]1([c:16]2[cH:17][cH:18][cH:19][cH:20][cH:21]2)[N:3]([C:12]([CH2:13][Cl:14])=[O:15])[CH2:4][CH2:5][c:6]2[cH:7][cH:8][cH:9][cH:10][c:11]21.[OH2:28]>>[CH3:1][C:2]1([c:16]2[cH:17][cH:18][cH:19][cH:20][cH:21]2)[N:3]([C:12]([CH2:13][N:25]2[CH2:24][CH2:23][CH2:22][CH2:27][CH2:26]2)=[O:15])[CH2:4][CH2:5][c:6]2[cH:7][cH:8][cH:9][cH:10][c:11]21.[ClH:14]. Reactants: N=1C=CN2C1C=NC=C2 (Imidazo[1,2-a]pyrazine), [Br-].[K+] (potassium bromide), BrBr (Bromine), N=1C=CN2C1C=NC=C2 (Imidazo[1,2-a]pyrazine), C(C)(=O)[O-].[Na+] (sodium acetate). Solvent: CO (methanol). Reaction conditions: temperature -10 celsius, time 10 minute. The product is BrC1=CN=C2N1C=CN=C2 (3-bromoimidazo[1,2-a]pyrazine). The yield is 84.0%. As a reaction SMILES: [N:1]1[CH:2]=[CH:3][N:4]2[CH:9]=[CH:8][N:7]=[CH:6][C:5]=12.C([O-])(=O)C.[Na+].[Br-:15].[K+].BrBr>CO>[Br:15][C:3]1[N:4]2[CH:9]=[CH:8][N:7]=[CH:6][C:5]2=[N:1][CH:2]=1 |f:1.2,3.4|. Procedure details: Imidazo[1,2-a]pyrazine (1.191 g, 10 mmol, Intermediate 1) and sodium acetate (0.984 g, 12.00 mmol) were suspended in methanol (10 ml) saturated with potassium bromide (excess) and cooled to −10° C. Bromine (0.515 mL, 10.00 mmol) was added dropwise and the mixture stirred at −10° C. for 10 min. The solution was quenched by the addition of 1N sodium sulfite solution (10 ml) and concentrated in vacuo. The residue was partitioned between ethyl acetate (100 ml) and 50% saturated sodium bicarbonate so... As a reaction SMILES: [C:19](=[O:20])([O-:21])[O-:22].[CH3:11][CH:12]1[O:13][CH:14]([CH3:18])[CH2:15][NH:16][CH2:17]1.[CH3:25][C:26]#[N:27].[F:1][c:2]1[cH:3][cH:4][c:5]([N+:8](=[O:9])[O-:10])[cH:6][cH:7]1.[K+:23].[K+:24]>>[c:2]1([N:16]2[CH2:15][CH:14]([CH3:18])[O:13][CH:12]([CH3:11])[CH2:17]2)[cH:3][cH:4][c:5]([N+:8](=[O:9])[O-:10])[cH:6][cH:7]1. Reactants: O=C([O-])[O-], CC1CNCC(C)O1, CC#N, O=[N+]([O-])c1ccc(F)cc1, [K+], [K+]. Product: CC1CN(c2ccc([N+](=O)[O-])cc2)CC(C)O1. Starting materials: BrB(Br)Br, COc1ccc(Cn2nc(-c3ccccc3)ccc2=O)cc1, ClCCl. The product is O=c1ccc(-c2ccccc2)nn1Cc1ccc(O)cc1. As a reaction SMILES: [B:23]([Br:24])([Br:25])[Br:26].[CH3:1][O:2][c:3]1[cH:4][cH:5][c:6]([CH2:7][n:8]2[n:9][c:10](-[c:15]3[cH:16][cH:17][cH:18][cH:19][cH:20]3)[cH:11][cH:12][c:13]2=[O:14])[cH:21][cH:22]1.[Cl:27][CH2:28][Cl:29]>>[OH:2][c:3]1[cH:4][cH:5][c:6]([CH2:7][n:8]2[n:9][c:10](-[c:15]3[cH:16][cH:17][cH:18][cH:19][cH:20]3)[cH:11][cH:12][c:13]2=[O:14])[cH:21][cH:22]1. The reactants are O=C([O-])[O-], CCI, CCO, O=CN1CC2CC2(c2ccc(O)cc2)C1, [K+], [K+]. Yields the product CCOc1ccc(C23CC2CN(C=O)C3)cc1. As a reaction SMILES: [C:16](=[O:17])([O-:18])[O-:19].[CH2:22]([CH3:23])[I:24].[CH3:25][CH2:26][OH:27].[CH:1](=[O:2])[N:3]1[CH2:4][C:5]2([c:9]3[cH:10][cH:11][c:12]([OH:15])[cH:13][cH:14]3)[CH2:6][CH:7]2[CH2:8]1.[K+:20].[K+:21]>>[CH:1](=[O:2])[N:3]1[CH2:4][C:5]2([c:9]3[cH:10][cH:11][c:12]([O:15][CH2:22][CH3:23])[cH:13][cH:14]3)[CH2:6][CH:7]2[CH2:8]1. Starting materials: CCOC(=O)CCc1cn(Cc2ccc(O)c(OC)c2)nc1OCC, CN(C)C=O, Cc1oc(-c2ccco2)nc1CCl, [H-], [Na+], O. Product: CCOC(=O)CCc1cn(Cc2ccc(OCc3nc(-c4ccco4)oc3C)c(OC)c2)nc1OCC. RXN SMILES: [CH2:1]([CH3:2])[O:3][c:4]1[n:5][n:6]([CH2:16][c:17]2[cH:18][c:19]([O:24][CH3:25])[c:20]([OH:23])[cH:21][cH:22]2)[cH:7][c:8]1[CH2:9][CH2:10][C:11](=[O:12])[O:13][CH2:14][CH3:15].[CH3:42][N:43]([CH3:44])[CH:45]=[O:46].[Cl:28][CH2:29][c:30]1[n:31][c:32](-[c:36]2[o:37][cH:38][cH:39][cH:40]2)[o:33][c:34]1[CH3:35].[H-:26].[Na+:27].[OH2:41]>>[CH2:1]([CH3:2])[O:3][c:4]1[n:5][n:6]([CH2:16][c:17]2[cH:18][c:19]([O:24][CH3:25])[c:20]([O:23][CH2:29][c:30]3[n:31][c:32](-[c:36]4[o:37][cH:38][cH:39][cH:40]4)[o:33][c:34]3[CH3:35])[cH:21][cH:22]2)[cH:7][c:8]1[CH2:9][CH2:10][C:11](=[O:12])[O:13][CH2:14][CH3:15]. Starting materials: [Cl-].[Al+3].[Cl-].[Cl-] (Aluminum chloride), ClC(=O)OCC (ethyl chloroformate), ice water, C([O-])([O-])=O.[K+].[K+] (potassium carbonate), C(C)OC(=O)N1CCC(CC1)C1=NN(C=2NC(C=3C=CC=CC3C21)=O)C (1-(1-ethoxycarbonylpiperidin-4-yl)-3-methyl-pyrazolo[3,4-c]isoquinolin-5(4H)-one), C(C)OC(=O)N1C(C=2C=CC=CC2C2=C1N(N=C2C2CCN(CC2)C(=O)OCC)C)=O (4-ethoxycarbonyl-1-(1-ethoxycarbonylpiperidin-4-yl)-3-methyl-pyrazolo[3,4-c]isoquinolin-5-one), Cl (hydrochloric acid). Run in C(C)(=O)O (acetic acid). Conditions: time 4 hour. Product: Cl.N1CCC(CC1)C1=NN(C=2NC(C=3C=CC=CC3C21)=O)C (1-(piperidin-4-yl)-3-methyl-pyrazolo[3,4-c]isoquinolin-5(4H)-one hydrochloride). Reaction SMILES: [Cl-].[Al+3].[Cl-].[Cl-].C(=O)([O-])[O-].[K+].[K+].[Cl:11]C(OCC)=O.C(OC([N:22]1[CH2:27][CH2:26][CH:25]([C:28]2[C:40]3[C:39]4[CH:38]=[CH:37][CH:36]=[CH:35][C:34]=4[C:33](=[O:41])[NH:32][C:31]=3[N:30]([CH3:42])[N:29]=2)[CH2:24][CH2:23]1)=O)C.C(OC(N1C2N(C)N=C(C3CCN(C(OCC)=O)CC3)C=2C2C=CC=CC=2C1=O)=O)C.Cl>C(O)(=O)C>[ClH:11].[NH:22]1[CH2:23][CH2:24][CH:25]([C:28]2[C:40]3[C:39]4[CH:38]=[CH:37][CH:36]=[CH:35][C:34]=4[C:33](=[O:41])[NH:32][C:31]=3[N:30]([CH3:42])[N:29]=2)[CH2:26][CH2:27]1 |f:0.1.2.3,4.5.6,12.13|. Procedure details: After the completion of the dropwise addition, the mixture was stirred at room temperature for 4 hrs and ice-cooled. Aluminum chloride (13.6 g) was added to the reaction mixture, and the mixture was stirred overnight at room temperature. After the completion of the reaction, the reaction mixture was poured into ice-water, and potassium carbonate was added to alkalify the reaction mixture. An excess amount of ethyl chloroformate was added to the reaction mixture, and the mixture was stirred at ro...